From a dataset of the Open Reaction Database (ORD), a public repository of structured organic reaction records. describe an organic reaction: reactants, conditions, products, and yield The reactants are CN(CCCCCCCCCCCO)C1=CC=C(C=C1)N=NC1=CC=C(C=C1)[N+](=O)[O-] (4'-[N-methyl-N-(11-hydroxyundecyl)-amino]-4-nitroazobenzene), C(C(=C)C)(=O)Cl (methacryloyl chloride). Product: [N+](=O)([O-])C1=CC=C(C=C1)N=NC1=CC=C(C=C1)N(CCCCCCCCCCCOC(C(=C)C)=O)C (4-nitro-4'-[N-methyl-N-(11-methacryloyloxyundec-1-yl)-amino]-azobenzene). RXN SMILES: [CH3:1][N:2]([C:15]1[CH:20]=[CH:19][C:18]([N:21]=[N:22][C:23]2[CH:28]=[CH:27][C:26]([N+:29]([O-:31])=[O:30])=[CH:25][CH:24]=2)=[CH:17][CH:16]=1)[CH2:3][CH2:4][CH2:5][CH2:6][CH2:7][CH2:8][CH2:9][CH2:10][CH2:11][CH2:12][CH2:13][OH:14].[C:32](Cl)(=[O:36])[C:33]([CH3:35])=[CH2:34]>>[N+:29]([C:26]1[CH:27]=[CH:28][C:23]([N:22]=[N:21][C:18]2[CH:19]=[CH:20][C:15]([N:2]([CH3:1])[CH2:3][CH2:4][CH2:5][CH2:6][CH2:7][CH2:8][CH2:9][CH2:10][CH2:11][CH2:12][CH2:13][O:14][C:32](=[O:36])[C:33]([CH3:35])=[CH2:34])=[CH:16][CH:17]=2)=[CH:24][CH:25]=1)([O-:31])=[O:30]. Procedure: The 4'-[N-methyl-N-(11-hydroxyundecyl)-amino]-4-nitroazobenzene obtained in process step 1 was reacted with methacryloyl chloride according to the method stated in Example 2, Section 2, to give 4-nitro-4'-[N-methyl-N-(11-methacryloyloxyundec-1-yl)-amino]-azobenzene [methacrylate (A)]. The resulting product had the following physicochemical properties: IR spectrum (KBr pellet): bands at 2,900, 2,850, 1,705, 1,585, 1,490, 1,325, 1,120, 1,150, 1,095, 850 and 810 cm-1 ; 1H nuclear magnetic resonance...